Dataset: the Open Reaction Database (ORD), a public repository of structured organic reaction records. Task: describe an organic reaction: reactants, conditions, products, and yield The reactants are CCO, NCC1CCC1, O=C(c1ccc(F)c([N+](=O)[O-])c1)N(CC(F)(F)F)CC(F)(F)F. The product is O=C(c1ccc(NCC2CCC2)c([N+](=O)[O-])c1)N(CC(F)(F)F)CC(F)(F)F. As a reaction SMILES: [CH3:30][CH2:31][OH:32].[CH:24]1([CH2:28][NH2:29])[CH2:25][CH2:26][CH2:27]1.[F:1][c:2]1[c:3]([N+:21](=[O:22])[O-:23])[cH:4][c:5]([C:6](=[O:7])[N:8]([CH2:9][C:10]([F:11])([F:12])[F:13])[CH2:14][C:15]([F:16])([F:17])[F:18])[cH:19][cH:20]1>>[c:2]1([NH:29][CH2:28][CH:24]2[CH2:25][CH2:26][CH2:27]2)[c:3]([N+:21](=[O:22])[O-:23])[cH:4][c:5]([C:6](=[O:7])[N:8]([CH2:9][C:10]([F:11])([F:12])[F:13])[CH2:14][C:15]([F:16])([F:17])[F:18])[cH:19][cH:20]1.